This data is from the Open Reaction Database (ORD), a public repository of structured organic reaction records. The task is: describe an organic reaction: reactants, conditions, products, and yield The reactants are COC(=O)C(=NOC1CCCC1)c1ccc(S(C)(=O)=O)c(Cl)c1, CO, ClC(Cl)Cl, [Li+], [OH-], O. Yields the product CS(=O)(=O)c1ccc(C(=NOC2CCCC2)C(=O)O)cc1Cl. RXN SMILES: [CH3:1][O:2][C:3]([C:4](=[N:5][O:6][CH:7]1[CH2:8][CH2:9][CH2:10][CH2:11]1)[c:12]1[cH:13][c:14]([Cl:22])[c:15]([S:18](=[O:19])(=[O:20])[CH3:21])[cH:16][cH:17]1)=[O:23].[CH3:27][OH:28].[CH:29]([Cl:30])([Cl:31])[Cl:32].[Li+:24].[OH-:25].[OH2:26]>>[O:2]=[C:3]([C:4](=[N:5][O:6][CH:7]1[CH2:8][CH2:9][CH2:10][CH2:11]1)[c:12]1[cH:13][c:14]([Cl:22])[c:15]([S:18](=[O:19])(=[O:20])[CH3:21])[cH:16][cH:17]1)[OH:23].